Dataset: the Open Reaction Database (ORD), a public repository of structured organic reaction records. Task: describe an organic reaction: reactants, conditions, products, and yield The reactants are O=C1NCC(C1)SC=1C([C@H]2N(C1C(=O)[O-])C(C2[C@@H](C)O)=O)C.[Na+] (sodium 2-(2-oxo-4-pyrrolidinylthio)-6-[(1R)-1-hydroxyethyl]-1-methyl-1-carbapen-2-em-3-carboxylate), CC1=C(OC(O1)=O)CBr (5-methyl-2-oxo-1,3-dioxolen-4-ylmethyl bromide). Yields the product O=C1NCC(C1)SC=1[C@@H]([C@H]2N(C1C(=O)OCC=1OC(OC1C)=O)C([C@@H]2[C@@H](C)O)=O)C (5-Methyl-2-oxo-1,3-dioxolen-4-ylmethyl (1R, 5S, 6S)-2-(2-oxo-4-pyrrolidinylthio)-6-[(1R)-1-hydroxyethyl]-1-methyl-1-carbapen-2-em-3-carboxylate). Yield: 79.5%. RXN SMILES: [O:1]=[C:2]1[CH2:6][CH:5]([S:7][C:8]2[CH:9]([CH3:22])[C@@H:10]3[CH:17]([C@H:18]([OH:20])[CH3:19])[C:16](=[O:21])[N:11]3[C:12]=2[C:13]([O-:15])=[O:14])[CH2:4][NH:3]1.[Na+].[CH3:24][C:25]1[O:29][C:28](=[O:30])[O:27][C:26]=1[CH2:31]Br>>[O:1]=[C:2]1[CH2:6][CH:5]([S:7][C:8]2[C@H:9]([CH3:22])[C@@H:10]3[C@@H:17]([C@H:18]([OH:20])[CH3:19])[C:16](=[O:21])[N:11]3[C:12]=2[C:13]([O:15][CH2:31][C:26]2[O:27][C:28](=[O:30])[O:29][C:25]=2[CH3:24])=[O:14])[CH2:4][NH:3]1 |f:0.1|. Reported procedure: Following a procedure similar to that described in Example 39, but using 50 mg of sodium 2-(2-oxo-4-pyrrolidinylthio)-6-[(1R)-1-hydroxyethyl]-1-methyl-1-carbapen-2-em-3-carboxylate and 55 mg of 5-methyl-2-oxo-1,3-dioxolen-4-ylmethyl bromide, 50 mg of the title compound were obtained as a colorless powder. The reactants are C#CCNC(=O)OC(C)(C)C, C1CCOC1, CC(C)NC(C)C, Cl, I[Cu]I, Cc1ccc(Oc2ccc(Nc3ncnc4ccc(I)cc34)cc2C)cn1. Yields the product Cc1ccc(Oc2ccc(Nc3ncnc4ccc(C#CCNC(=O)OC(C)(C)C)cc34)cc2C)cn1. Reaction SMILES: [C:1]([CH3:2])([CH3:3])([CH3:4])[O:5][C:6]([NH:7][CH2:8][C:9]#[CH:10])=[O:11].[CH2:47]1[O:48][CH2:49][CH2:50][CH2:51]1.[CH:40]([NH:41][CH:42]([CH3:43])[CH3:44])([CH3:45])[CH3:46].[ClH:12].[Cu:52]([I:53])[I:54].[I:13][c:14]1[cH:15][c:16]2[c:17]([NH:24][c:25]3[cH:26][c:27]([CH3:39])[c:28]([O:31][c:32]4[cH:33][n:34][c:35]([CH3:38])[cH:36][cH:37]4)[cH:29][cH:30]3)[n:18][cH:19][n:20][c:21]2[cH:22][cH:23]1>>[C:1]([CH3:2])([CH3:3])([CH3:4])[O:5][C:6]([NH:7][CH2:8][C:9]#[C:10][c:14]1[cH:15][c:16]2[c:17]([NH:24][c:25]3[cH:26][c:27]([CH3:39])[c:28]([O:31][c:32]4[cH:33][n:34][c:35]([CH3:38])[cH:36][cH:37]4)[cH:29][cH:30]3)[n:18][cH:19][n:20][c:21]2[cH:22][cH:23]1)=[O:11]. The reactants are COC(=O)c1ccc(C(=O)N2CCN(c3ncccc3NC(C)C)CC2)cc1, CCC(N)CO. Product: CCC(CO)NC(=O)c1ccc(C(=O)N2CCN(c3ncccc3NC(C)C)CC2)cc1. As a reaction SMILES: [CH3:1][O:2][C:3]([c:4]1[cH:5][cH:6][c:7]([C:10](=[O:11])[N:12]2[CH2:13][CH2:14][N:15]([c:18]3[n:19][cH:20][cH:21][cH:22][c:23]3[NH:24][CH:25]([CH3:26])[CH3:27])[CH2:16][CH2:17]2)[cH:8][cH:9]1)=[O:28].[NH2:29][CH:30]([CH2:31][OH:32])[CH2:33][CH3:34]>>[C:3]([c:4]1[cH:5][cH:6][c:7]([C:10](=[O:11])[N:12]2[CH2:13][CH2:14][N:15]([c:18]3[n:19][cH:20][cH:21][cH:22][c:23]3[NH:24][CH:25]([CH3:26])[CH3:27])[CH2:16][CH2:17]2)[cH:8][cH:9]1)(=[O:28])[NH:29][CH:30]([CH2:31][OH:32])[CH2:33][CH3:34]. The reactants are OC1=CC=C(C(=O)N)C=C1 (4-hydroxybenzamide), OC1=CC=C(C(=O)N(CC)CC)C=C1 (4-hydroxy-N,N-diethylbenzamide). The product is [C@@H]12CN(C[C@H]2C1)CCCCOC1=CC=C(C(=O)N(CC)CC)C=C1 (4-{4-[(1R,5S)-3-Azabicyclo[3.1.0]hex-3-yl]butoxy}-N,N-diethyl-benzamide). Reaction SMILES: O[C:2]1[CH:10]=[CH:9][C:5]([C:6]([NH2:8])=O)=CC=1.[OH:11][C:12]1[CH:24]=[CH:23][C:15]([C:16]([N:18]([CH2:21][CH3:22])[CH2:19][CH3:20])=[O:17])=[CH:14][CH:13]=1>>[C@@H:10]12[CH2:9][C@@H:5]1[CH2:6][N:8]([CH2:6][CH2:5][CH2:9][CH2:10][O:11][C:12]1[CH:24]=[CH:23][C:15]([C:16]([N:18]([CH2:19][CH3:20])[CH2:21][CH3:22])=[O:17])=[CH:14][CH:13]=1)[CH2:2]2. Reported procedure: The experimental procedure is the same as Steps 1 and 2 of Example 3, but replacing the 4-hydroxybenzamide in Step 1 by 4-hydroxy-N,N-diethylbenzamide. Starting materials: [Br-], O=C1CCc2cc(Br)ccc2O1, O=C([O-])[O-], CCCC1CCC(c2ccc(B(O)O)cc2)CC1, CCCC[N+](CCCC)(CCCC)CCCC, COCCOC, [K+], [K+], O. Yields the product CCCC1CCC(c2ccc(-c3ccc4c(c3)CCC(=O)O4)cc2)CC1. As a reaction SMILES: [Br-:38].[Br:19][c:20]1[cH:21][c:22]2[c:27]([cH:28][cH:29]1)[O:26][C:25](=[O:30])[CH2:24][CH2:23]2.[C:31](=[O:32])([O-:33])[O-:34].[CH2:1]([CH2:2][CH3:3])[CH:4]1[CH2:5][CH2:6][CH:7]([c:10]2[cH:11][cH:12][c:13]([B:16]([OH:17])[OH:18])[cH:14][cH:15]2)[CH2:8][CH2:9]1.[CH3:39][CH2:40][CH2:41][CH2:42][N+:43]([CH2:44][CH2:45][CH2:46][CH3:47])([CH2:48][CH2:49][CH2:50][CH3:51])[CH2:52][CH2:53][CH2:54][CH3:55].[CH3:56][O:57][CH2:58][CH2:59][O:60][CH3:61].[K+:35].[K+:36].[OH2:37]>>[CH2:1]([CH2:2][CH3:3])[CH:4]1[CH2:5][CH2:6][CH:7]([c:10]2[cH:11][cH:12][c:13](-[c:20]3[cH:21][c:22]4[c:27]([cH:28][cH:29]3)[O:26][C:25](=[O:30])[CH2:24][CH2:23]4)[cH:14][cH:15]2)[CH2:8][CH2:9]1. Reactants: OC1=CC=C(C=C1)S(=O)(=O)NCCC(C)C (4-hydroxy-N-(3-methyl-butyl)-benzenesulfonamide), CN(C(=O)Cl)C1=CC=CC=C1 (N-methyl-N-phenyl carbamoylchloride). Yields the product CC(CCNS(=O)(=O)C1=CC=C(C=C1)OC(N(C1=CC=CC=C1)C)=O)C (Methyl-phenyl-carbamic acid 4-(3-methyl-butylsulfamoyl)-phenyl ester). RXN SMILES: [OH:1][C:2]1[CH:7]=[CH:6][C:5]([S:8]([NH:11][CH2:12][CH2:13][CH:14]([CH3:16])[CH3:15])(=[O:10])=[O:9])=[CH:4][CH:3]=1.[CH3:17][N:18]([C:22]1[CH:27]=[CH:26][CH:25]=[CH:24][CH:23]=1)[C:19](Cl)=[O:20]>>[CH3:15][CH:14]([CH3:16])[CH2:13][CH2:12][NH:11][S:8]([C:5]1[CH:6]=[CH:7][C:2]([O:1][C:19](=[O:20])[N:18]([CH3:17])[C:22]2[CH:27]=[CH:26][CH:25]=[CH:24][CH:23]=2)=[CH:3][CH:4]=1)(=[O:10])=[O:9]. Procedure details: The title compound was prepared from 4-hydroxy-N-(3-methyl-butyl)-benzenesulfonamide and N-methyl-N-phenyl carbamoylchloride, preparative HPLC (Method C) (11%, light yellow oil). HPLC-MS m/z=377.2 (M+1), Rt: 4.32 min. Starting materials: BrCC1=C(C#N)C=C(C=C1)OC (2-Bromomethyl-5-methoxy-benzonitrile), ClC=1C=CC(N(C1)C1=NC=C(C=C1)CC=1N=CN(C1)C(C1=CC=CC=C1)(C1=CC=CC=C1)C1=CC=CC=C1)=O (5-chloro-5'-(1-trityl-1H-imidazol-4-ylmethyl)-[1,2']bipyridinyl-2-one), CC#N (CH3CN). Conditions: temperature 60 celsius. Product: ClC=1C=CC(N(C1)C1=NC=C(C=C1)CC1=CN=CN1CC=1C=CC(=C(C#N)C1)OC)=O (5-[5-(5-chloro-2-oxo-2H-[1,2']bipyridinyl-5'-ylmethyl)-imidazol-1-ylmethyl]-2-methoxy-benzonitrile). Reaction SMILES: Br[CH2:2][C:3]1[CH:10]=[CH:9][C:8]([O:11][CH3:12])=[CH:7][C:4]=1C#N.[Cl:13][C:14]1[CH:15]=[CH:16][C:17](=[O:51])[N:18]([C:20]2[CH:25]=[CH:24][C:23]([CH2:26][C:27]3[N:28]=[CH:29][N:30](C(C4C=CC=CC=4)(C4C=CC=CC=4)C4C=CC=CC=4)[CH:31]=3)=[CH:22][N:21]=2)[CH:19]=1.C[C:53]#[N:54]>>[Cl:13][C:14]1[CH:15]=[CH:16][C:17](=[O:51])[N:18]([C:20]2[CH:25]=[CH:24][C:23]([CH2:26][C:27]3[N:28]([CH2:2][C:3]4[CH:4]=[CH:7][C:8]([O:11][CH3:12])=[C:9]([CH:10]=4)[C:53]#[N:54])[CH:29]=[N:30][CH:31]=3)=[CH:22][N:21]=2)[CH:19]=1. Procedure details: 2-Bromomethyl-5-methoxy-benzonitrile from step 4 (70 mg, 0.30 mmol) and 5-chloro-5'-(1-trityl-1H-imidazol-4-ylmethyl)-[1,2']bipyridinyl-2-one from Example 23, Step 5 (200 mg, 0.378 mmol) were dissolved in CH3CN (2 ml) and heated to 60° C. for 16 hours. The solvent was removed in vacuo and redissolved in MeOH (2 ml). The reaction mixture was heated to 60° C. for several hours. Solvent was removed in vacuo and the resulting residue was purified by flash chromatography [4% MeOH(5% NH4OH)/CH2Cl2 ] t... Starting materials: COc1cc(Br)c(CC(=O)O)cc1OC(F)F, [Li]CCCC, C1CCOC1, [Cl-], [Cl-], O=C1C=CNC(c2ccc(F)cc2)C1, [NH4+]. The product is COc1cc(Br)c(CC(=O)N2C=CC(=O)CC2c2ccc(F)cc2)cc1OC(F)F. Reaction SMILES: [Br:21][c:22]1[c:23]([CH2:34][C:35](=[O:36])[OH:37])[cH:24][c:25]([O:30][CH:31]([F:32])[F:33])[c:26]([O:28][CH3:29])[cH:27]1.[CH2:15]([Li:16])[CH2:17][CH2:18][CH3:19].[CH2:40]1[O:41][CH2:42][CH2:43][CH2:44]1.[Cl-:20].[Cl-:38].[F:1][c:2]1[cH:3][cH:4][c:5]([CH:8]2[NH:9][CH:10]=[CH:11][C:12](=[O:14])[CH2:13]2)[cH:6][cH:7]1.[NH4+:39]>>[F:1][c:2]1[cH:3][cH:4][c:5]([CH:8]2[N:9]([C:35]([CH2:34][c:23]3[c:22]([Br:21])[cH:27][c:26]([O:28][CH3:29])[c:25]([O:30][CH:31]([F:32])[F:33])[cH:24]3)=[O:36])[CH:10]=[CH:11][C:12](=[O:14])[CH2:13]2)[cH:6][cH:7]1. Starting materials: [Al+3], CC(=O)Cl, [Cl-], [Cl-], [Cl-], Oc1ccccc1Cl, S=C=S. Yields the product CC(=O)c1ccc(O)c(Cl)c1. RXN SMILES: [Al+3:10].[CH3:13][C:14]([Cl:15])=[O:16].[Cl-:11].[Cl-:12].[Cl-:9].[OH:1][c:2]1[cH:3][cH:4][cH:5][cH:6][c:7]1[Cl:8].[S:17]=[C:18]=[S:19]>>[OH:1][c:2]1[cH:3][cH:4][c:5]([C:14]([CH3:13])=[O:16])[cH:6][c:7]1[Cl:8]. Reaction conditions: temperature 90 celsius, time 14 hour. The solvent is O1CCOCC1 (1,4-dioxane). Procedure: To a solution of 5-chloro-7-morpholin-4-yl-2-phenyl-pyrazolo[1,5-a]pyrimidine (150 mg, 0.48 mM) in 1,4-dioxane (5.0 mL), there was added hydrazine monohydrate (0.23 mL, 4.8 mM) and the mixture was stirred at 90° C. for 14 hours. The reaction mixture was cooled down to room temperature, then water was added thereto and the mixture was extracted with ethyl acetate. The organic phase thus obtained was dried over anhydrous magnesium sulfate and then concentrated under reduced pressure to thus give t... Yields the product N1(CCOCC1)C1=CC(=NC=2N1N=C(C2)C2=CC=CC=C2)NN (7-Morpholin-4-yl-2-phenyl-pyrazolo[1,5-a]pyrimidin-5-yl-hydrazine). The reactants are ClC1=NC=2N(C(=C1)N1CCOCC1)N=C(C2)C2=CC=CC=C2 (5-chloro-7-morpholin-4-yl-2-phenyl-pyrazolo[1,5-a]pyrimidine), O.NN (hydrazine monohydrate), O (water). As a reaction SMILES: Cl[C:2]1[CH:7]=[C:6]([N:8]2[CH2:13][CH2:12][O:11][CH2:10][CH2:9]2)[N:5]2[N:14]=[C:15]([C:17]3[CH:22]=[CH:21][CH:20]=[CH:19][CH:18]=3)[CH:16]=[C:4]2[N:3]=1.O.[NH2:24][NH2:25].O>O1CCOCC1>[N:8]1([C:6]2[N:5]3[N:14]=[C:15]([C:17]4[CH:22]=[CH:21][CH:20]=[CH:19][CH:18]=4)[CH:16]=[C:4]3[N:3]=[C:2]([NH:24][NH2:25])[CH:7]=2)[CH2:13][CH2:12][O:11][CH2:10][CH2:9]1 |f:1.2|. Yield: 90.0%.